Dataset: the Open Reaction Database (ORD), a public repository of structured organic reaction records. Task: describe an organic reaction: reactants, conditions, products, and yield The reactants are CCOC(=O)CCCCCBr, [H-], [I-], [K+], [Na+], CN(C)C=O, c1ccc2c(c1)[nH]c1ccccc12. The product is CCOC(=O)CCCCCn1c2ccccc2c2ccccc21. As a reaction SMILES: [CH2:16]([CH3:17])[O:18][C:19]([CH2:20][CH2:21][CH2:22][CH2:23][CH2:24][Br:25])=[O:26].[H-:14].[I-:28].[K+:27].[Na+:15].[O:29]=[CH:30][N:31]([CH3:32])[CH3:33].[cH:1]1[cH:2][cH:3][cH:4][c:5]2[c:6]3[cH:7][cH:8][cH:9][cH:10][c:11]3[nH:12][c:13]12>>[cH:1]1[cH:2][cH:3][cH:4][c:5]2[c:6]3[cH:7][cH:8][cH:9][cH:10][c:11]3[n:12]([CH2:24][CH2:23][CH2:22][CH2:21][CH2:20][C:19]([O:18][CH2:16][CH3:17])=[O:26])[c:13]12.